This data is from the Open Reaction Database (ORD), a public repository of structured organic reaction records. The task is: describe an organic reaction: reactants, conditions, products, and yield As a reaction SMILES: [N:1]([O-])=O.[Na+].[F:5][C:6]1[CH:12]=[C:11]([O:13][CH2:14][CH2:15][N:16]2[CH2:21][CH2:20][O:19][CH2:18][CH2:17]2)[CH:10]=[CH:9][C:7]=1[NH2:8].O.O.[Sn](Cl)Cl.[OH-].[Na+]>O.Cl.ClCCl>[F:5][C:6]1[CH:12]=[C:11]([O:13][CH2:14][CH2:15][N:16]2[CH2:21][CH2:20][O:19][CH2:18][CH2:17]2)[CH:10]=[CH:9][C:7]=1[NH:8][NH2:1] |f:0.1,3.4.5,6.7|. The product is FC1=C(C=CC(=C1)OCCN1CCOCC1)NN (2-fluoro-4-(2-morpholin-4-yl-ethoxy)-phenylhydrazine). Reaction conditions: time 14 hour. Solvent: Cl (hydrochloric acid), ClCCl (dichloromethane), O (water), Cl (hydrochloric acid). Reactants: O.O.[Sn](Cl)Cl (tin(II)chloride dihydrate), N(=O)[O-].[Na+] (sodium nitrite), FC1=C(N)C=CC(=C1)OCCN1CCOCC1 (2-fluoro-4-(2-morpholin-4-yl-ethoxy)aniline), [OH-].[Na+] (NaOH). Reported procedure: A solution of sodium nitrite (0.38 g, 5.4 mmol) in 20 mL water is slowly added dropwise at −15° C. to a solution of 2-fluoro-4-(2-morpholin-4-yl-ethoxy)aniline (1.7 g, 4.5 mmol) in 20 mL conc. hydrochloric acid. The resulting suspension is stirred for 4 h at −10° C., before a solution of tin(II)chloride dihydrate (2.6 g, 11.3 mmol) in 20 mL conc. hydrochloric acid is added dropwise. After 14 h stirring at RT the reaction mixture is adjusted to pH 10 with 10 N NaOH and combined with dichlorometha... Reactants: CC(=CCO)c1ccc(-c2ccc(Br)cc2)cc1, CCOC(=O)C(Cc1ccc(O)cc1)OCC, CCOC(=O)N=NC(=O)OCC, c1ccc(P(c2ccccc2)c2ccccc2)cc1. Product: CCOC(=O)C(Cc1ccc(OCC=C(C)c2ccc(-c3ccc(Br)cc3)cc2)cc1)OCC. As a reaction SMILES: [Br:1][c:2]1[cH:3][cH:4][c:5](-[c:8]2[cH:9][cH:10][c:11]([C:14](=[CH:15][CH2:16][OH:17])[CH3:18])[cH:12][cH:13]2)[cH:6][cH:7]1.[CH2:50]([CH3:51])[O:52][CH:53]([C:54](=[O:55])[O:56][CH2:57][CH3:58])[CH2:59][c:60]1[cH:61][cH:62][c:63]([OH:66])[cH:64][cH:65]1.[O:38]=[C:39]([O:40][CH2:41][CH3:42])[N:43]=[N:44][C:45]([O:46][CH2:47][CH3:48])=[O:49].[c:19]1([P:20]([c:21]2[cH:22][cH:23][cH:24][cH:25][cH:26]2)[c:27]2[cH:28][cH:29][cH:30][cH:31][cH:32]2)[cH:33][cH:34][cH:35][cH:36][cH:37]1>>[Br:1][c:2]1[cH:3][cH:4][c:5](-[c:8]2[cH:9][cH:10][c:11]([C:14](=[CH:15][CH2:16][O:17][c:63]3[cH:62][cH:61][c:60]([CH2:59][CH:53]([O:52][CH2:50][CH3:51])[C:54](=[O:55])[O:56][CH2:57][CH3:58])[cH:65][cH:64]3)[CH3:18])[cH:12][cH:13]2)[cH:6][cH:7]1. Reactants: ClC1=C(C=CC=C1)C=1N=CNC1C1=C(C=CC=C1)Cl (4,5-Bis(2-chlorophenyl)imidazole), BrCCCCCCCC(=O)OCC (ethyl 8-bromooctanoate). The product is ClC1=C(C=CC=C1)C=1N=CN(C1C1=C(C=CC=C1)Cl)CCCCCCCC(=O)OCC (4,5-bis(2-chlorophenyl)-1-(7-ethoxycarbonyl-heptyl)imidazole). Isolated yield 23.6%. As a reaction SMILES: [Cl:1][C:2]1[CH:7]=[CH:6][CH:5]=[CH:4][C:3]=1[C:8]1[N:9]=[CH:10][NH:11][C:12]=1[C:13]1[CH:18]=[CH:17][CH:16]=[CH:15][C:14]=1[Cl:19].Br[CH2:21][CH2:22][CH2:23][CH2:24][CH2:25][CH2:26][CH2:27][C:28]([O:30][CH2:31][CH3:32])=[O:29]>>[Cl:19][C:14]1[CH:15]=[CH:16][CH:17]=[CH:18][C:13]=1[C:12]1[N:11]=[CH:10][N:9]([CH2:21][CH2:22][CH2:23][CH2:24][CH2:25][CH2:26][CH2:27][C:28]([O:30][CH2:31][CH3:32])=[O:29])[C:8]=1[C:3]1[CH:4]=[CH:5][CH:6]=[CH:7][C:2]=1[Cl:1]. Procedure: 4,5-Bis(2-chlorophenyl)imidazole (1.2 g) (Chem. Ber., 1959, 92, 338-343) and ethyl 8-bromooctanoate (2.1 g) were reacted in a method similar to Example 9. Column chromatography on silica gel eluted with a dichloro-methane:ethanol gradient gave 4,5-bis(2-chlorophenyl)-1-(7-ethoxycarbonyl-heptyl)imidazole (0.45 g, 23.7%) as an oil. NMR d (CDCl3) 1.0-1.8(11H, m, 4×CH2, CH3), 2.2(2H, t, CH2C=O), 3.8 (2H, m, N--CH2), 4.1(2H, q, CH2OC=O), 7.1-7.45 (8H, m, ArH), 7.69 (1H, s, N=CH) ppm Reactants: CCO, [Cl-], [Fe], O=[N+]([O-])c1ccc(OCc2ccccn2)cc1, [NH4+], O. The product is Nc1ccc(OCc2ccccn2)cc1. RXN SMILES: [CH3:20][CH2:21][OH:22].[Cl-:18].[Fe:24].[N+:1]([O-:2])(=[O:3])[c:4]1[cH:5][cH:6][c:7]([O:8][CH2:9][c:10]2[n:11][cH:12][cH:13][cH:14][cH:15]2)[cH:16][cH:17]1.[NH4+:19].[OH2:23]>>[NH2:1][c:4]1[cH:5][cH:6][c:7]([O:8][CH2:9][c:10]2[n:11][cH:12][cH:13][cH:14][cH:15]2)[cH:16][cH:17]1.